describe an organic reaction: reactants, conditions, products, and yield From a dataset of the Open Reaction Database (ORD), a public repository of structured organic reaction records. The reactants are C, CO, CCOC(C)=O, COC(=O)c1cc(-c2ccc(C3CCCCC3)cc2)[nH]c1Cl, COC(=O)c1cc(-c2ccc(C3CCCCC3)cc2)oc1N, [Pd]. Product: COC(=O)c1c[nH]c(-c2ccc(C3CCCCC3)cc2)c1. RXN SMILES: [C:53].[CH3:45][OH:46].[CH3:47][CH2:48][O:49][C:50](=[O:51])[CH3:52].[Cl:1][c:2]1[nH:3][c:4](-[c:11]2[cH:12][cH:13][c:14]([CH:17]3[CH2:18][CH2:19][CH2:20][CH2:21][CH2:22]3)[cH:15][cH:16]2)[cH:5][c:6]1[C:7](=[O:8])[O:9][CH3:10].[NH2:23][c:24]1[o:25][c:26](-[c:27]2[cH:28][cH:29][c:30]([CH:31]3[CH2:32][CH2:33][CH2:34][CH2:35][CH2:36]3)[cH:37][cH:38]2)[cH:39][c:40]1[C:41]([O:42][CH3:43])=[O:44].[Pd:54]>>[cH:2]1[nH:3][c:4](-[c:11]2[cH:12][cH:13][c:14]([CH:17]3[CH2:18][CH2:19][CH2:20][CH2:21][CH2:22]3)[cH:15][cH:16]2)[cH:5][c:6]1[C:7](=[O:8])[O:9][CH3:10].